Dataset: the Open Reaction Database (ORD), a public repository of structured organic reaction records. Task: describe an organic reaction: reactants, conditions, products, and yield Reactants: [Na] (sodium), ClC1=C(C=C(C(=O)C2=CC=CC=C2)C=C1)[N+](=O)[O-] (4-chloro-3-nitrobenzophenone), ice, C(C)O (ethanol), C(CC(=O)OCC)(=O)OCC (diethyl malonate). Run in C(Cl)Cl (methylene chloride). Conditions: time 2 hour. Product: [N+](=O)([O-])C1=C(C=CC(=C1)C(C1=CC=CC=C1)=O)C(C(=O)OCC)C(=O)OCC (diethyl 2-nitro-4-benzoylphenylmalonate). Reaction SMILES: [Na].C(O)C.[C:5]([O:13][CH2:14][CH3:15])(=[O:12])[CH2:6][C:7]([O:9][CH2:10][CH3:11])=[O:8].Cl[C:17]1[CH:30]=[CH:29][C:20]([C:21]([C:23]2[CH:28]=[CH:27][CH:26]=[CH:25][CH:24]=2)=[O:22])=[CH:19][C:18]=1[N+:31]([O-:33])=[O:32]>C(Cl)Cl>[N+:31]([C:18]1[CH:19]=[C:20]([C:21](=[O:22])[C:23]2[CH:24]=[CH:25][CH:26]=[CH:27][CH:28]=2)[CH:29]=[CH:30][C:17]=1[CH:6]([C:7]([O:9][CH2:10][CH3:11])=[O:8])[C:5]([O:13][CH2:14][CH3:15])=[O:12])([O-:33])=[O:32] |^1:0|. Procedure details: To a solution of sodium ethoxide, formed by reacting 4.6 g. (0.2 mole) of sodium metal with 200 ml. of ethanol, at 0° C. was added 32 g. (0.2 mole) of diethyl malonate followed by 26.1 g. (0.1 mole) of 4-chloro-3-nitrobenzophenone. The mixture was allowed to stir at room temperature for 2 hours and was then poured into 400 ml. of ice cold 2N hydrochloric acid and 300 ml. of methylene chloride. The organic layer was separated, dried over magnesium sulfate and concentrated to an oil. The residual ... Starting materials: CN1N=C(C(=C1)C=CC(=O)N)[N+](=O)[O-] (3-(1-methyl-3-nitro-4-pyrazolyl)-acrylamide), C=O (formaldehyde), N1CCCC1 (pyrrolidine), C=O (formaldehyde), N1CCCC1 (pyrrolidine), C=O (formaldehyde), N1CCCC1 (pyrrolidine). The solvent is CO (methanol). Reaction conditions: time 6 hour. Yields the product N1(CCCC1)CNC(C=CC=1C(=NN(C1)C)[N+](=O)[O-])=O (3-(1-Methyl-3-nitro-4-pyrazolyl)-acrylic acid N-(pyrrolidinomethyl)-amide). Reaction SMILES: [CH3:1][N:2]1[CH:6]=[C:5]([CH:7]=[CH:8][C:9]([NH2:11])=[O:10])[C:4]([N+:12]([O-:14])=[O:13])=[N:3]1.[NH:15]1[CH2:19][CH2:18][CH2:17][CH2:16]1.[CH2:20]=O>CO>[N:15]1([CH2:20][NH:11][C:9](=[O:10])[CH:8]=[CH:7][C:5]2[C:4]([N+:12]([O-:14])=[O:13])=[N:3][N:2]([CH3:1])[CH:6]=2)[CH2:19][CH2:18][CH2:17][CH2:16]1. Reported procedure: 1 g. 3-(1-methyl-3-nitro-4-pyrazolyl)-acrylamide (preparation see Example 3) is mixed with 3.5 ml. methanol, 1 ml. pyrrolidine and 0.9 ml. 37% aqueous formaldehyde solution and stirred under reflux for 4 hours. A further 1 ml. pyrrolidine and 0.9 ml. formaldehyde solution are added thereto and the reaction mixture is kept under reflux for a further 3 hours. 1 ml. pyrrolidine and 0.9 ml. formaldehyde are again added thereto and stirring under reflux continued for a further 6 hours. The reaction m... Starting materials: CCOC(C)=O, CC(C)=O, Cl, [K+], [OH-], O, CCOC(=O)c1cc(C#Cc2ccc(S(=O)(=O)Nc3ncccc3C)cc2)ccc1O. Product: Cc1cccnc1NS(=O)(=O)c1ccc(C#Cc2ccc(O)c(C(=O)O)c2)cc1. Reaction SMILES: [CH3:34][CH2:35][O:36][C:37](=[O:38])[CH3:39].[CH3:42][C:43](=[O:44])[CH3:45].[ClH:40].[K+:33].[OH-:32].[OH2:41].[OH:1][c:2]1[c:3]([C:4](=[O:5])[O:6][CH2:7][CH3:8])[cH:9][c:10]([C:13]#[C:14][c:15]2[cH:16][cH:17][c:18]([S:21](=[O:22])(=[O:23])[NH:24][c:25]3[n:26][cH:27][cH:28][cH:29][c:30]3[CH3:31])[cH:19][cH:20]2)[cH:11][cH:12]1>>[OH:1][c:2]1[c:3]([C:4](=[O:5])[OH:6])[cH:9][c:10]([C:13]#[C:14][c:15]2[cH:16][cH:17][c:18]([S:21](=[O:22])(=[O:23])[NH:24][c:25]3[n:26][cH:27][cH:28][cH:29][c:30]3[CH3:31])[cH:19][cH:20]2)[cH:11][cH:12]1. Reactants: C1CNCCN1, COCCOC, O=S1CCN(c2nc(Cl)nc3cccnc23)CC1, C1COCCO1. Yields the product O=S1CCN(c2nc(N3CCNCC3)nc3cccnc23)CC1. Reaction SMILES: [CH2:19]1[CH2:20][NH:21][CH2:22][CH2:23][NH:24]1.[CH3:25][O:26][CH2:27][CH2:28][O:29][CH3:30].[Cl:1][c:2]1[n:3][c:4]([N:12]2[CH2:13][CH2:14][S:15](=[O:18])[CH2:16][CH2:17]2)[c:5]2[c:6]([n:7]1)[cH:8][cH:9][cH:10][n:11]2.[O:31]1[CH2:32][CH2:33][O:34][CH2:35][CH2:36]1>>[c:2]1([N:21]2[CH2:20][CH2:19][NH:24][CH2:23][CH2:22]2)[n:3][c:4]([N:12]2[CH2:13][CH2:14][S:15](=[O:18])[CH2:16][CH2:17]2)[c:5]2[c:6]([n:7]1)[cH:8][cH:9][cH:10][n:11]2. The reactants are IC=1C=C(C(=O)OC)C=CC1OC1CN(CC1)C(=O)N1CCCC1 (Methyl 3-iodo-4-[1-(pyrrolidine-1-carbonyl)-pyrrolidin-3-yloxy]-benzoate), [Li+].[OH-] (LiOH), C1CCOC1 (THF), C(CC(O)(C(=O)O)CC(=O)O)(=O)O (citric acid). Solvent: O (H2O), CO (MeOH). Conditions: time 4 hour. The product is IC=1C=C(C(=O)O)C=CC1OC1CN(CC1)C(=O)N1CCCC1 (3-Iodo-4-[1-(pyrrolidine-1-carbonyl)-pyrrolidin-3-yloxy]-benzoic acid). The yield is 94.1%. As a reaction SMILES: [I:1][C:2]1[CH:3]=[C:4]([CH:9]=[CH:10][C:11]=1[O:12][CH:13]1[CH2:17][CH2:16][N:15]([C:18]([N:20]2[CH2:24][CH2:23][CH2:22][CH2:21]2)=[O:19])[CH2:14]1)[C:5]([O:7]C)=[O:6].[Li+].[OH-].C1COCC1.C(O)(=O)CC(CC(O)=O)(C(O)=O)O>O.CO>[I:1][C:2]1[CH:3]=[C:4]([CH:9]=[CH:10][C:11]=1[O:12][CH:13]1[CH2:17][CH2:16][N:15]([C:18]([N:20]2[CH2:24][CH2:23][CH2:22][CH2:21]2)=[O:19])[CH2:14]1)[C:5]([OH:7])=[O:6] |f:1.2|. Procedure details: A mixture of compound 34d (180 mg, 0.41 mmol), LiOH (39 mg, 1.62 mmol), THF (3 mL), MeOH (3 mL), and H2O (3 mL) was stirred at room temperature for 4 h. The mixture was acidified with 15% aqueous citric acid and extracted with EtOAc (3×). The combined organic extracts were washed with brine, dried over Na2SO4, filtered, and concentrated under reduced pressure. The resultant residue was dried under reduced pressure for 2 h to give compound 34e (166 mg). Reactants: CO, ClC(Cl)Cl, COC(=O)c1ccc2nc(C)n(Cc3ccc(C=Cc4ccccc4)cc3Cl)c2n1, O=[Pt]=O. The product is COC(=O)c1ccc2nc(C)n(Cc3ccc(CCc4ccccc4)cc3Cl)c2n1. RXN SMILES: [CH3:35][OH:36].[CH:31]([Cl:32])([Cl:33])[Cl:34].[Cl:1][c:2]1[c:3]([CH2:4][n:5]2[c:6]([CH3:18])[n:7][c:8]3[c:9]2[n:10][c:11]([C:14](=[O:15])[O:16][CH3:17])[cH:12][cH:13]3)[cH:19][cH:20][c:21]([CH:23]=[CH:24][c:25]2[cH:26][cH:27][cH:28][cH:29][cH:30]2)[cH:22]1.[Pt:37](=[O:38])=[O:39]>>[Cl:1][c:2]1[c:3]([CH2:4][n:5]2[c:6]([CH3:18])[n:7][c:8]3[c:9]2[n:10][c:11]([C:14](=[O:15])[O:16][CH3:17])[cH:12][cH:13]3)[cH:19][cH:20][c:21]([CH2:23][CH2:24][c:25]2[cH:26][cH:27][cH:28][cH:29][cH:30]2)[cH:22]1. Starting materials: Cl (hydrochloric acid), CC12CCCC3=CC(=CC(CCC1)=C32)N (6a-Methyl-5,6,6a,7,8,9-hexahydro-4H-2-phenalenylamine), C1=CC=CC=C1 (benzene), ClS(=O)(=O)C1=CC=C(C(=O)O)C=C1 (4-chlorosulfonylbenzoic acid). The reagents and catalysts are CN(C1=CC=NC=C1)C (4-dimethylaminopyridine). Run in N1=CC=CC=C1 (pyridine). Run at time 8 hour. Product: CC12CCCC3=CC(=CC(CCC1)=C32)NS(=O)(=O)C3=CC=C(C(=O)O)C=C3 (4-[(6a-Methyl-5,6,6a,7,8,9-hexahydro-4H-2-phenalenyl)sulfamoyl]benzoic acid). Isolated yield 57.4%. As a reaction SMILES: [CH3:1][C:2]12[C:14]3[C:6](=[CH:7][C:8]([NH2:15])=[CH:9][C:10]=3[CH2:11][CH2:12][CH2:13]1)[CH2:5][CH2:4][CH2:3]2.C1C=CC=CC=1.Cl[S:23]([C:26]1[CH:34]=[CH:33][C:29]([C:30]([OH:32])=[O:31])=[CH:28][CH:27]=1)(=[O:25])=[O:24].Cl>N1C=CC=CC=1.CN(C)C1C=CN=CC=1>[CH3:1][C:2]12[C:14]3[C:6](=[CH:7][C:8]([NH:15][S:23]([C:26]4[CH:27]=[CH:28][C:29]([C:30]([OH:32])=[O:31])=[CH:33][CH:34]=4)(=[O:25])=[O:24])=[CH:9][C:10]=3[CH2:11][CH2:12][CH2:13]1)[CH2:5][CH2:4][CH2:3]2. Reported procedure: 6a-Methyl-5,6,6a,7,8,9-hexahydro-4H-2-phenalenylamine (0.100 g) was dissolved in pyridine (5 ml) and anhydrous benzene (2 ml), the solution was added with 4-chlorosulfonylbenzoic acid (0.115 g) and 4-dimethylaminopyridine (one pellet), and the mixture was stirred overnight at room temperature. The reaction mixture was added with 2 N aqueous hydrochloric acid and thereby made acidic, and the mixture was extracted with chloroform. The organic layer was washed with saturated brine, and dried over a... The reactants are O=C1CCC(=O)N1Br, ClC(Cl)(Cl)Cl, COC(=O)c1cc(C)c(C(=O)c2ccc(Cl)cc2OC)n1C. As a reaction SMILES: [Br:23][N:24]1[C:25](=[O:26])[CH2:27][CH2:28][C:29]1=[O:30].[C:31]([Cl:32])([Cl:33])([Cl:34])[Cl:35].[Cl:1][c:2]1[cH:3][c:4]([O:21][CH3:22])[c:5]([C:6](=[O:7])[c:8]2[c:9]([CH3:18])[cH:10][c:11]([C:14](=[O:15])[O:16][CH3:17])[n:12]2[CH3:13])[cH:19][cH:20]1>>[Cl:1][c:2]1[cH:3][c:4]([O:21][CH3:22])[c:5]([C:6](=[O:7])[c:8]2[c:9]([CH2:18][Br:23])[cH:10][c:11]([C:14](=[O:15])[O:16][CH3:17])[n:12]2[CH3:13])[cH:19][cH:20]1. Yields the product COC(=O)c1cc(CBr)c(C(=O)c2ccc(Cl)cc2OC)n1C.